This data is from the Open Reaction Database (ORD), a public repository of structured organic reaction records. The task is: describe an organic reaction: reactants, conditions, products, and yield Starting materials: [Li]CCCC, O=C1CC(COCc2ccccc2)C(OCc2ccccc2)C(OCc2ccccc2)C1OCc1ccccc1, C1CCOC1, COc1ccc(Cc2cccc(Br)c2)cc1, [Cl-], [NH4+]. The product is COc1ccc(Cc2cccc(C3(O)CC(COCc4ccccc4)C(OCc4ccccc4)C(OCc4ccccc4)C3OCc3ccccc3)c2)cc1. As a reaction SMILES: [CH2:17]([Li:18])[CH2:19][CH2:20][CH3:21].[CH2:22]([c:23]1[cH:24][cH:25][cH:26][cH:27][cH:28]1)[O:29][CH:30]1[C:31](=[O:61])[CH2:32][CH:33]([CH2:52][O:53][CH2:54][c:55]2[cH:56][cH:57][cH:58][cH:59][cH:60]2)[CH:34]([O:44][CH2:45][c:46]2[cH:47][cH:48][cH:49][cH:50][cH:51]2)[CH:35]1[O:36][CH2:37][c:38]1[cH:39][cH:40][cH:41][cH:42][cH:43]1.[CH2:64]1[O:65][CH2:66][CH2:67][CH2:68]1.[CH3:1][O:2][c:3]1[cH:4][cH:5][c:6]([CH2:7][c:8]2[cH:9][c:10]([Br:14])[cH:11][cH:12][cH:13]2)[cH:15][cH:16]1.[Cl-:62].[NH4+:63]>>[CH3:1][O:2][c:3]1[cH:4][cH:5][c:6]([CH2:7][c:8]2[cH:9][c:10]([C:31]3([OH:61])[CH:30]([O:29][CH2:22][c:23]4[cH:24][cH:25][cH:26][cH:27][cH:28]4)[CH:35]([O:36][CH2:37][c:38]4[cH:39][cH:40][cH:41][cH:42][cH:43]4)[CH:34]([O:44][CH2:45][c:46]4[cH:47][cH:48][cH:49][cH:50][cH:51]4)[CH:33]([CH2:52][O:53][CH2:54][c:55]4[cH:56][cH:57][cH:58][cH:59][cH:60]4)[CH2:32]3)[cH:11][cH:12][cH:13]2)[cH:15][cH:16]1. The reactants are mixture, compounds, VI, C1(C=2C(C(N1)=O)=CC=CC2)=O.[K] (potassium phthalimide), CN(C=O)C (dimethylformamide). Conditions: time 20 hour. Product: C1(C=2C(C(N1CC1CCC=3C(=NC=CC3)O1)=O)=CC=CC2)=O (2-Phthalimidomethyl-2,3-dihydropyrano(2,3-b)pyridine). RXN SMILES: [C:1]1(=[O:11])[NH:5][C:4](=[O:6])[C:3]2=[CH:7][CH:8]=[CH:9][CH:10]=[C:2]12.[K].[CH3:13][N:14](C)[CH:15]=[O:16]>>[C:1]1(=[O:11])[N:5]([CH2:3][CH:7]2[O:16][C:15]3=[N:14][CH:13]=[CH:1][CH:2]=[C:10]3[CH2:9][CH2:8]2)[C:4](=[O:6])[C:3]2=[CH:7][CH:8]=[CH:9][CH:10]=[C:2]12 |f:0.1,^1:11|. Procedure details: 15.0 g (70 mmol) of a mixture of the compounds from Example V and VI (ratio 12:5) are heated at 100° C. with 16.0 g (86 mmol) of potassium phthalimide in 150 ml of dimethylformamide under nitrogen with stirring for 20 hours. Dimethylformamide is then distilled off in vacuo and the residue is partitioned between dichloromethane and water. 24.0 g of crystals having a melting range of 152°-158° C. are obtained. Reactants: CC(=O)O[BH-](OC(C)=O)OC(C)=O, C1CCOC1, CN, N#Cc1cc(Cl)nc(N2CCC(O)CC2)c1, N#Cc1cc(Cl)nc(N2CCC(=O)CC2)c1, [Na+]. Yields the product CNC1CCN(c2cc(C#N)cc(Cl)n2)CC1. As a reaction SMILES: [C:35]([O:36][BH-:37]([O:38][C:39](=[O:40])[CH3:41])[O:42][C:43](=[O:44])[CH3:45])(=[O:46])[CH3:47].[CH2:49]1[O:50][CH2:51][CH2:52][CH2:53]1.[CH3:1][NH2:2].[Cl:19][c:20]1[cH:21][c:22]([C:23]#[N:24])[cH:25][c:26]([N:27]2[CH2:28][CH2:29][CH:30]([OH:31])[CH2:32][CH2:33]2)[n:34]1.[Cl:3][c:4]1[cH:5][c:6]([C:7]#[N:8])[cH:9][c:10]([N:12]2[CH2:13][CH2:14][C:15](=[O:18])[CH2:16][CH2:17]2)[n:11]1.[Na+:48]>>[Cl:3][c:4]1[cH:5][c:6]([C:7]#[N:8])[cH:9][c:10]([N:12]2[CH2:13][CH2:14][CH:15]([NH:24][CH3:23])[CH2:16][CH2:17]2)[n:11]1. The solvent is C1CCOC1 (THF). The reactants are ClC1=C(C=C(CNC(C(F)(F)F)=O)C=C1)C1=NN(C(N1)=O)C1=CC(=C(C=C1)Cl)F (N-(4-chloro-3-(1-(4-chloro-3-fluorophenyl)-4,5-dihydro-5-oxo-1H-1,2,4-triazol-3-yl)benzyl)-2,2,2-trifluoroacetamide), [OH-].[K+] (KOH), O (water). Reaction SMILES: [Cl:1][C:2]1[CH:15]=[CH:14][C:5]([CH2:6][NH:7]C(=O)C(F)(F)F)=[CH:4][C:3]=1[C:16]1[NH:20][C:19](=[O:21])[N:18]([C:22]2[CH:27]=[CH:26][C:25]([Cl:28])=[C:24]([F:29])[CH:23]=2)[N:17]=1.[OH-].[K+].O>C1COCC1>[NH2:7][CH2:6][C:5]1[CH:14]=[CH:15][C:2]([Cl:1])=[C:3]([C:16]2[NH:20][C:19](=[O:21])[N:18]([C:22]3[CH:27]=[CH:26][C:25]([Cl:28])=[C:24]([F:29])[CH:23]=3)[N:17]=2)[CH:4]=1 |f:1.2|. Reported procedure: The title compound was prepared according to the procedure described in Intermediate-66 by using N-(4-chloro-3-(1-(4-chloro-3-fluorophenyl)-4,5-dihydro-5-oxo-1H-1,2,4-triazol-3-yl)benzyl)-2,2,2-trifluoroacetamide (Example-116, 0.400 g, 0.890 mmol), KOH (0.099 g, 1.78 mmol), water (2 mL) and THF (4.0 mL) to afford 0.300 g of the desired product. The product is NCC=1C=CC(=C(C1)C=1NC(N(N1)C1=CC(=C(C=C1)Cl)F)=O)Cl (5-(5-(Aminomethyl)-2-chlorophenyl)-2-(4-chloro-3-fluorophenyl)-2H-1,2,4-triazol-3(4H)-one). Yield: 95.4%. RXN SMILES: [CH2:1]([CH2:2][CH2:3][CH2:4][CH2:5][CH2:6][CH2:7][CH2:8][CH3:9])[NH2:10].[CH:11](=[O:12])[c:13]1[cH:14][cH:15][cH:16][cH:17][cH:18]1>>[CH2:1]([CH2:2][CH2:3][CH2:4][CH2:5][CH2:6][CH2:7][CH2:8][CH3:9])[NH:10][CH2:11][c:13]1[cH:14][cH:15][cH:16][cH:17][cH:18]1. Product: CCCCCCCCCNCc1ccccc1. Starting materials: CCCCCCCCCN, O=Cc1ccccc1. Reactants: Clc1nc2ccccc2c2c(CCN3CCN(Cc4ccccc4)CC3)n(-c3ccccc3)nc12, Cl, [Na+], [Na+], O=C([O-])[O-]. Product: O=c1[nH]c2ccccc2c2c(CCN3CCN(Cc4ccccc4)CC3)n(-c3ccccc3)nc12. RXN SMILES: [CH2:1]([c:2]1[cH:3][cH:4][cH:5][cH:6][cH:7]1)[N:8]1[CH2:9][CH2:10][N:11]([CH2:14][CH2:15][c:16]2[n:17](-[c:30]3[cH:31][cH:32][cH:33][cH:34][cH:35]3)[n:18][c:19]3[c:20]([Cl:29])[n:21][c:22]4[cH:23][cH:24][cH:25][cH:26][c:27]4[c:28]23)[CH2:12][CH2:13]1.[ClH:42].[Na+:36].[Na+:37].[O-:38][C:39](=[O:40])[O-:41]>>[CH2:1]([c:2]1[cH:3][cH:4][cH:5][cH:6][cH:7]1)[N:8]1[CH2:9][CH2:10][N:11]([CH2:14][CH2:15][c:16]2[n:17](-[c:30]3[cH:31][cH:32][cH:33][cH:34][cH:35]3)[n:18][c:19]3[c:20](=[O:38])[nH:21][c:22]4[cH:23][cH:24][cH:25][cH:26][c:27]4[c:28]23)[CH2:12][CH2:13]1. The reactants are C[Si](OC1CCN(CC1)C1=CC=C(C=C1)[N+](=O)[O-])(C)C (4-(4-trimethylsilyloxy-piperidin-1-yl)-nitrobenzene), [B-](F)(F)(F)F.[B-](F)(F)(F)F.C1C[N+]2(CC[N+]1(CC2)CCl)F (selectfluor). The solvent is C(C)#N (acetonitrile). Conditions: time 4 hour. Product: FC1CN(CCC1=O)C1=CC=C(C=C1)[N+](=O)[O-] (4-(3-fluoro-4-oxo-piperidin-1-yl)-nitrobenzene). Yield: 95.0%. Reaction SMILES: C[Si](C)(C)[O:3][CH:4]1[CH2:9][CH2:8][N:7]([C:10]2[CH:15]=[CH:14][C:13]([N+:16]([O-:18])=[O:17])=[CH:12][CH:11]=2)[CH2:6][CH2:5]1.[B-](F)(F)(F)[F:22].[B-](F)(F)(F)F.C1[N+]2(CCl)CC[N+](F)(CC2)C1>C(#N)C>[F:22][CH:9]1[C:4](=[O:3])[CH2:5][CH2:6][N:7]([C:10]2[CH:15]=[CH:14][C:13]([N+:16]([O-:18])=[O:17])=[CH:12][CH:11]=2)[CH2:8]1 |f:1.2.3|. Reported procedure: The mixture of 4-(4-trimethylsilyloxy-piperidin-1-yl)-nitrobenzene (101 mmol), selectfluor (101 mmol) in acetonitrile (100 ml) was stirred for 4 hours. The solvent was removed under reduced pressure and to the residual mass was extracted into ethyl acetate water mixture. The combined organic layer was dried and removal of the solvent afforded title compound in 95% yield. The reactants are ClC=1C(=C(CC=2C=C3C(C(=CN(C3=CC2F)[C@H](COC(=O)OC)C(C)C)C(=O)OCC)=O)C=CC1)F ((S)-Ethyl 6-(3-chloro-2-fluorobenzyl)-7-fluoro-1-(1-(methoxycarbonyloxy)-3-methylbutan-2-yl)-4-oxo-1,4-dihydroquinoline-3-carboxylate), [OH-].[Na+] (sodium hydroxide), Cl (HCl). Solvent: CC(C)O (2-propanol). Run at time 3 hour. Product: ClC=1C(=C(CC=2C=C3C(C(=CN(C3=CC2F)[C@H](CO)C(C)C)C(=O)O)=O)C=CC1)F ((S)-6-(3-chloro-2-fluorobenzyl)-7-fluoro-1-(1-hydroxy-3-methylbutan-2-yl)-4-oxo-1,4-dihydroquinoline-3-carboxylic acid). Reaction SMILES: [Cl:1][C:2]1[C:3]([F:36])=[C:4]([CH:33]=[CH:34][CH:35]=1)[CH2:5][C:6]1[CH:7]=[C:8]2[C:13](=[CH:14][C:15]=1[F:16])[N:12]([C@@H:17]([CH:24]([CH3:26])[CH3:25])[CH2:18][O:19]C(OC)=O)[CH:11]=[C:10]([C:27]([O:29]CC)=[O:28])[C:9]2=[O:32].[OH-].[Na+].Cl>CC(O)C>[Cl:1][C:2]1[C:3]([F:36])=[C:4]([CH:33]=[CH:34][CH:35]=1)[CH2:5][C:6]1[CH:7]=[C:8]2[C:13](=[CH:14][C:15]=1[F:16])[N:12]([C@@H:17]([CH:24]([CH3:26])[CH3:25])[CH2:18][OH:19])[CH:11]=[C:10]([C:27]([OH:29])=[O:28])[C:9]2=[O:32] |f:1.2|. Procedure details: To a solution of 19 (270 mg, 0.52 mmol) in 2-propanol (5 mL) was added 4N sodium hydroxide (1 mL) and the solution was stirred at rt for 3 h. The reaction mixture was acidified with 2N HCl (10 mL) and extracted with EtOAc (15 mL). The phases were separated and the aqueous phase was extracted with EtOAc (15 mL). The combined organic solution was dried over Na2SO4, filtered and concentrated under reduced pressure to give 220 mg (95%, 98% purity) of 20 as a white solid. The reactants are ClC1=CC(=NC2=CC=C(C=C12)C)N1CCS(C2=C(C1)C=CC=C2)(=O)=O (4-(4-chloro-6-methylquinolin-2-yl)-2,3,4,5-tetrahydro-1,4-benzothiazepine 1,1-dioxide), FC(CNCCN)F (N-(2,2-difluoroethyl)ethane-1,2-diamine). Product: FC(CNCCNC1=CC(=NC2=CC=C(C=C12)C)N1CCS(C2=C(C1)C=CC=C2)(=O)=O)F (N-(2,2-Difluoroethyl)-N′-[2-(1,1-dioxido-2,3-dihydro-1,4-benzothiazepin-4(5H)-yl)-6-methylquinolin-4-yl]ethane-1,2-diamine). Reaction SMILES: Cl[C:2]1[C:11]2[C:6](=[CH:7][CH:8]=[C:9]([CH3:12])[CH:10]=2)[N:5]=[C:4]([N:13]2[CH2:19][C:18]3[CH:20]=[CH:21][CH:22]=[CH:23][C:17]=3[S:16](=[O:25])(=[O:24])[CH2:15][CH2:14]2)[CH:3]=1.[F:26][CH:27]([F:33])[CH2:28][NH:29][CH2:30][CH2:31][NH2:32]>>[F:26][CH:27]([F:33])[CH2:28][NH:29][CH2:30][CH2:31][NH:32][C:2]1[C:11]2[C:6](=[CH:7][CH:8]=[C:9]([CH3:12])[CH:10]=2)[N:5]=[C:4]([N:13]2[CH2:19][C:18]3[CH:20]=[CH:21][CH:22]=[CH:23][C:17]=3[S:16](=[O:25])(=[O:24])[CH2:15][CH2:14]2)[CH:3]=1. Procedure details: The title compound was prepared in analogy to Example 5-1 in Scheme 5 by using 4-(4-chloro-6-methylquinolin-2-yl)-2,3,4,5-tetrahydro-1,4-benzothiazepine 1,1-dioxide (prepared in analogy to the one in Example 2-1) and N-(2,2-difluoroethyl)ethane-1,2-diamine. MS obsd. (ESI+) [(M+H)+] 461, 1H NMR (400 MHz, CD3OD) δ ppm 7.97 (dd, J=7.83, 1.26 Hz, 1 H), 7.83 (d, J=6.82 Hz, 1 H), 7.60 (td, J=7.45, 1.26 Hz, 2 H), 7.46-7.38 (m, 2 H), 7.28 (dd, J=8.59, 1.77 Hz, 1 H), 6.04 (s, 1 H), 5.13 (s, 2 H), 3.58 (t... Starting materials: Br, CC(=O)[O-], CC(=O)O, COC(=O)CCC(CC(=O)Nc1ccc(Cl)cc1C)c1noc(C2CC(CC(C)(C)C)C2)c1C1CC1, [Na+]. The product is Cc1cc(Cl)ccc1NC(=O)CC(CCC(=O)O)c1noc(C2CC(CC(C)(C)C)C2)c1C1CC1. As a reaction SMILES: [BrH:37].[CH3:39][C:40](=[O:41])[O-:42].[CH3:43][C:44](=[O:45])[OH:46].[Cl:1][c:2]1[cH:3][c:4]([CH3:36])[c:5]([NH:8][C:9](=[O:10])[CH2:11][CH:12]([CH2:13][CH2:14][C:15](=[O:16])[O:17][CH3:18])[c:19]2[n:20][o:21][c:22]([CH:27]3[CH2:28][CH:29]([CH2:31][C:32]([CH3:33])([CH3:34])[CH3:35])[CH2:30]3)[c:23]2[CH:24]2[CH2:25][CH2:26]2)[cH:6][cH:7]1.[Na+:38]>>[Cl:1][c:2]1[cH:3][c:4]([CH3:36])[c:5]([NH:8][C:9](=[O:10])[CH2:11][CH:12]([CH2:13][CH2:14][C:15](=[O:16])[OH:17])[c:19]2[n:20][o:21][c:22]([CH:27]3[CH2:28][CH:29]([CH2:31][C:32]([CH3:33])([CH3:34])[CH3:35])[CH2:30]3)[c:23]2[CH:24]2[CH2:25][CH2:26]2)[cH:6][cH:7]1.